Task: describe an organic reaction: reactants, conditions, products, and yield. Dataset: the Open Reaction Database (ORD), a public repository of structured organic reaction records The reactants are O=C(CCCCl)c1ccc(F)cc1, O, OCCO, Cc1ccc(S(=O)(=O)O)cc1, c1ccccc1. The product is Fc1ccc(C2(CCCCl)OCCO2)cc1. Reaction SMILES: [Cl:1][CH2:2][CH2:3][CH2:4][C:5](=[O:6])[c:7]1[cH:8][cH:9][c:10]([F:13])[cH:11][cH:12]1.[OH2:29].[OH:14][CH2:15][CH2:16][OH:17].[c:18]1([CH3:19])[cH:20][cH:21][c:22]([S:23]([OH:24])(=[O:25])=[O:26])[cH:27][cH:28]1.[cH:30]1[cH:31][cH:32][cH:33][cH:34][cH:35]1>>[Cl:1][CH2:2][CH2:3][CH2:4][C:5]1([c:7]2[cH:8][cH:9][c:10]([F:13])[cH:11][cH:12]2)[O:6][CH2:16][CH2:15][O:14]1. The reactants are ClCCl, [Cs+], [F-], O=[N+]([O-])c1cccc(S(=O)(=O)OCC2CO2)c1, CN(C)C=O, COc1cc(-n2ccc(-c3ccc(C(F)(F)F)cc3)cc2=O)ccc1O. Product: COc1cc(-n2ccc(-c3ccc(C(F)(F)F)cc3)cc2=O)ccc1OCC1CO1. RXN SMILES: [Cl:51][CH2:52][Cl:53].[Cs+:28].[F-:27].[N+:29]([c:30]1[cH:31][c:32]([S:33]([O:34][CH2:42][CH:43]2[O:44][CH2:45]2)(=[O:35])=[O:36])[cH:37][cH:38][cH:39]1)([O-:40])=[O:41].[O:46]=[CH:47][N:48]([CH3:49])[CH3:50].[OH:1][c:2]1[c:3]([O:25][CH3:26])[cH:4][c:5](-[n:8]2[c:9](=[O:24])[cH:10][c:11](-[c:14]3[cH:15][cH:16][c:17]([C:20]([F:21])([F:22])[F:23])[cH:18][cH:19]3)[cH:12][cH:13]2)[cH:6][cH:7]1>>[O:1]([c:2]1[c:3]([O:25][CH3:26])[cH:4][c:5](-[n:8]2[c:9](=[O:24])[cH:10][c:11](-[c:14]3[cH:15][cH:16][c:17]([C:20]([F:21])([F:22])[F:23])[cH:18][cH:19]3)[cH:12][cH:13]2)[cH:6][cH:7]1)[CH2:42][CH:43]1[O:44][CH2:45]1. The reactants are ClCCl, O=C(O)C(F)(F)F, CC(C)(C)OC(=O)NC(Cc1ccc(-c2ccc(C#N)cc2)cc1)C(N)=O. Yields the product N#Cc1ccc(-c2ccc(CC(N)C(N)=O)cc2)cc1. Reaction SMILES: [Cl:35][CH2:36][Cl:37].[F:28][C:29]([F:30])([F:31])[C:32]([OH:33])=[O:34].[NH2:1][C:2]([CH:3]([CH2:4][c:5]1[cH:6][cH:7][c:8](-[c:11]2[cH:12][cH:13][c:14]([C:17]#[N:18])[cH:15][cH:16]2)[cH:9][cH:10]1)[NH:19][C:20](=[O:21])[O:22][C:23]([CH3:24])([CH3:25])[CH3:26])=[O:27]>>[NH2:1][C:2]([CH:3]([CH2:4][c:5]1[cH:6][cH:7][c:8](-[c:11]2[cH:12][cH:13][c:14]([C:17]#[N:18])[cH:15][cH:16]2)[cH:9][cH:10]1)[NH2:19])=[O:27]. The reactants are C(C)(C)(C)OC(=O)N1CC(C(CC1)=O)F (tert-butyl-3-fluoro-4-oxopiperidine-1-carboxylate), [BH4-].[Na+] (NaBH4). Run in CO (methanol). Run at time 2.5 hour. Product: F[C@@H]1CN(CC[C@@H]1O)C(=O)OC(C)(C)C (cis(±)-tert-butyl 3-fluoro-4-hydroxypiperidine-1-carboxylate), F[C@@H]1CN(CC[C@H]1O)C(=O)OC(C)(C)C (trans(±)-tert-butyl 3-fluoro-4-hydroxypiperidine-1-carboxylate). The yield is 24.0%. As a reaction SMILES: [C:1]([O:5][C:6]([N:8]1[CH2:13][CH2:12][C:11](=[O:14])[CH:10]([F:15])[CH2:9]1)=[O:7])([CH3:4])([CH3:3])[CH3:2].[BH4-].[Na+]>CO>[F:15][C@H:10]1[C@@H:11]([OH:14])[CH2:12][CH2:13][N:8]([C:6]([O:5][C:1]([CH3:4])([CH3:3])[CH3:2])=[O:7])[CH2:9]1.[F:15][C@H:10]1[C@H:11]([OH:14])[CH2:12][CH2:13][N:8]([C:6]([O:5][C:1]([CH3:4])([CH3:3])[CH3:2])=[O:7])[CH2:9]1 |f:1.2|. Procedure details: To a stirred solution of tert-butyl-3-fluoro-4-oxopiperidine-1-carboxylate (1.3 g, 6.0 mmol) in methanol (15 mL), NaBH4 (0.29 g, 7.7 mmol) was added at 0° C. and stirred for 2-3 h. Methanol was removed in vacuo and the residue was diluted with ethyl acetate and washed with water. The organic layer was separated, concentrated in vacuo and the residue was purified by flash column chromatography to give cis(±)-tert-butyl 3-fluoro-4-hydroxypiperidine-1-carboxylate (0.850 g, 65%) and trans(±)-tert-bu...